Dataset: the Open Reaction Database (ORD), a public repository of structured organic reaction records. Task: describe an organic reaction: reactants, conditions, products, and yield The reactants are O=c1c(Br)c2n(n1-c1ccccc1)CCCC2, CC(=O)[O-], CC(=O)[O-], CCOC(C)=O, Cc1ccccc1, OB(O)C1CC1, C1CCC(P(C2CCCCC2)C2CCCCC2)CC1, [K+], [K+], [K+], O, O, O=P([O-])([O-])[O-], [Pd+2]. The product is O=c1c(C2CC2)c2n(n1-c1ccccc1)CCCC2. As a reaction SMILES: [Br:1][c:2]1[c:3](=[O:17])[n:4](-[c:11]2[cH:12][cH:13][cH:14][cH:15][cH:16]2)[n:5]2[c:6]1[CH2:7][CH2:8][CH2:9][CH2:10]2.[C:58]([O-:59])(=[O:60])[CH3:61].[C:63]([O-:64])(=[O:65])[CH3:66].[CH3:52][CH2:53][O:54][C:55]([CH3:56])=[O:57].[CH3:68][c:69]1[cH:70][cH:71][cH:72][cH:73][cH:74]1.[CH:18]1([B:21]([OH:22])[OH:23])[CH2:19][CH2:20]1.[CH:32]1([P:33]([CH:34]2[CH2:35][CH2:36][CH2:37][CH2:38][CH2:39]2)[CH:40]2[CH2:41][CH2:42][CH2:43][CH2:44][CH2:45]2)[CH2:46][CH2:47][CH2:48][CH2:49][CH2:50]1.[K+:29].[K+:30].[K+:31].[OH2:51].[OH2:67].[P:24]([O-:25])([O-:26])([O-:27])=[O:28].[Pd+2:62]>>[c:2]1([CH:18]2[CH2:19][CH2:20]2)[c:3](=[O:17])[n:4](-[c:11]2[cH:12][cH:13][cH:14][cH:15][cH:16]2)[n:5]2[c:6]1[CH2:7][CH2:8][CH2:9][CH2:10]2. The reactants are CCCCCC, COC(=O)C(C)(OC)OC, NCc1ccccc1. The product is COC(C)(OC)C(=O)NCc1ccccc1. Reaction SMILES: [CH3:19][CH2:20][CH2:21][CH2:22][CH2:23][CH3:24].[CH3:1][O:2][C:3]([C:4](=[O:5])[O:6][CH3:7])([CH3:8])[O:9][CH3:10].[NH2:11][CH2:12][c:13]1[cH:14][cH:15][cH:16][cH:17][cH:18]1>>[CH3:1][O:2][C:3]([C:4](=[O:5])[NH:11][CH2:12][c:13]1[cH:14][cH:15][cH:16][cH:17][cH:18]1)([CH3:8])[O:9][CH3:10]. Starting materials: C(C)(C)(C)C(C(=O)[O-])N(C1=NC=C(C=C1)C1=CN=C(C=2N1C=C(N2)\C=C\C2=NC1=CC=CC=C1C=C2)N2CCOCC2)C(=O)OC(C)(C)C ((E)-tert-Butyl-(tert-butoxycarbonyl(5-(8-morpholino-2-(2-(quinolin-2-yl)vinyl)imidazo[1,2-a]pyrazin-5-yl)pyridin-2-yl)amino)acetate), C(Cl)Cl.C(=O)(C(F)(F)F)O (DCM TFA). The product is FC(C(=O)O)(F)F.O1CCN(CC1)C=1C=2N(C(=CN1)C=1C=CC(=NC1)NCC(=O)O)C=C(N2)\C=C\C2=NC1=CC=CC=C1C=C2 ((E)-2-(5-(8-Morpholino-2-(2-(quinolin-2-yl)vinyl)imidazo[1,2-a]pyrazin-5-yl)pyridin-2-ylamino)acetic acid trifluoroacetic acid salt). Yield: 25.0%. As a reaction SMILES: C([CH:5]([N:9](C(OC(C)(C)C)=O)[C:10]1[CH:15]=[CH:14][C:13]([C:16]2[N:21]3[CH:22]=[C:23](/[CH:25]=[CH:26]/[C:27]4[CH:36]=[CH:35][C:34]5[C:29](=[CH:30][CH:31]=[CH:32][CH:33]=5)[N:28]=4)[N:24]=[C:20]3[C:19]([N:37]3[CH2:42][CH2:41][O:40][CH2:39][CH2:38]3)=[N:18][CH:17]=2)=[CH:12][N:11]=1)[C:6]([O-:8])=[O:7])(C)(C)C.C(Cl)Cl.[C:53]([OH:59])([C:55]([F:58])([F:57])[F:56])=[O:54]>>[F:56][C:55]([F:58])([F:57])[C:53]([OH:59])=[O:54].[O:40]1[CH2:39][CH2:38][N:37]([C:19]2[C:20]3[N:21]([CH:22]=[C:23](/[CH:25]=[CH:26]/[C:27]4[CH:36]=[CH:35][C:34]5[C:29](=[CH:30][CH:31]=[CH:32][CH:33]=5)[N:28]=4)[N:24]=3)[C:16]([C:13]3[CH:14]=[CH:15][C:10]([NH:9][CH2:5][C:6]([OH:8])=[O:7])=[N:11][CH:12]=3)=[CH:17][N:18]=2)[CH2:42][CH2:41]1 |f:1.2,3.4|. Procedure: A solution of compound 13b (200 mg, 0.300 mmol) in DCM/TFA (4:1 v/v, 10 mL) was stirred at rt for 30 min. Solvent was evaporated, and water (5 mL) was added. The resulting solids were collected by filtration and washed with Et2O to obtain the title compound as a yellow solid (40.2 mg, 25% yield). 1H-NMR (300 MHz, DMSO-d6) δ (ppm): 8.44 (d, J=8.7 Hz, 1H), 8.29-8.23 (m, 1H), 8.18 (s, 1H), 8.03-7.91 (m, 4H), 7.85-7.73 (m, 2H), 7.71 (s, 1H), 7.65-7.52 (m, 2H), 7.51-7.40 (m, 1H), 7.38 (s, 1H), 6.85 (... Starting materials: C=C(c1ccc(C(=O)OC)cc1)c1ncc(Br)s1, O=C([O-])[O-], Cc1cc(Nc2nccc(C(F)(F)F)n2)cc(B2OC(C)(C)C(C)(C)O2)c1, [Cs+], [Cs+], O=C(C=Cc1ccccc1)C=Cc1ccccc1, O=C(C=Cc1ccccc1)C=Cc1ccccc1, O=C(C=Cc1ccccc1)C=Cc1ccccc1, [Pd], [Pd]. The product is C=C(c1ccc(C(=O)OC)cc1)c1ncc(-c2cc(C)cc(Nc3nccc(C(F)(F)F)n3)c2)s1. RXN SMILES: [Br:1][c:2]1[cH:3][n:4][c:5]([C:7](=[CH2:8])[c:9]2[cH:10][cH:11][c:12]([C:13](=[O:14])[O:15][CH3:16])[cH:17][cH:18]2)[s:6]1.[C:46](=[O:47])([O-:48])[O-:49].[CH3:19][c:20]1[cH:21][c:22]([NH:35][c:36]2[n:37][cH:38][cH:39][c:40]([C:42]([F:43])([F:44])[F:45])[n:41]2)[cH:23][c:24]([B:26]2[O:27][C:28]([CH3:29])([CH3:30])[C:31]([CH3:32])([CH3:33])[O:34]2)[cH:25]1.[Cs+:50].[Cs+:51].[O:54]=[C:55]([CH:56]=[CH:57][c:58]1[cH:59][cH:60][cH:61][cH:62][cH:63]1)[CH:64]=[CH:65][c:66]1[cH:67][cH:68][cH:69][cH:70][cH:71]1.[O:72]=[C:73]([CH:74]=[CH:75][c:76]1[cH:77][cH:78][cH:79][cH:80][cH:81]1)[CH:82]=[CH:83][c:84]1[cH:85][cH:86][cH:87][cH:88][cH:89]1.[O:90]=[C:91]([CH:92]=[CH:93][c:94]1[cH:95][cH:96][cH:97][cH:98][cH:99]1)[CH:100]=[CH:101][c:102]1[cH:103][cH:104][cH:105][cH:106][cH:107]1.[Pd:52].[Pd:53]>>[c:2]1(-[c:24]2[cH:23][c:22]([NH:35][c:36]3[n:37][cH:38][cH:39][c:40]([C:42]([F:43])([F:44])[F:45])[n:41]3)[cH:21][c:20]([CH3:19])[cH:25]2)[cH:3][n:4][c:5]([C:7](=[CH2:8])[c:9]2[cH:10][cH:11][c:12]([C:13](=[O:14])[O:15][CH3:16])[cH:17][cH:18]2)[s:6]1.